describe an organic reaction: reactants, conditions, products, and yield From a dataset of the Open Reaction Database (ORD), a public repository of structured organic reaction records. Starting materials: CC(C)(C)[Si](C)(C)Oc1cccc2c1ccn2C(=O)OCc1ccccc1, CC(=O)O, CCCC[N+](CCCC)(CCCC)CCCC, [F-], C1CCOC1. Yields the product O=C(OCc1ccccc1)n1ccc2c(O)cccc21. As a reaction SMILES: [C:1]([Si:2]([CH3:3])([CH3:4])[O:6][c:7]1[c:8]2[cH:9][cH:10][n:11]([C:16](=[O:17])[O:18][CH2:19][c:20]3[cH:21][cH:22][cH:23][cH:24][cH:25]3)[c:12]2[cH:13][cH:14][cH:15]1)([CH3:5])([CH3:26])[CH3:27].[CH3:28][C:29](=[O:30])[OH:31].[CH3:33][CH2:34][CH2:35][CH2:36][N+:37]([CH2:38][CH2:39][CH2:40][CH3:41])([CH2:42][CH2:43][CH2:44][CH3:45])[CH2:46][CH2:47][CH2:48][CH3:49].[F-:32].[O:50]1[CH2:51][CH2:52][CH2:53][CH2:54]1>>[OH:6][c:7]1[c:8]2[cH:9][cH:10][n:11]([C:16](=[O:17])[O:18][CH2:19][c:20]3[cH:21][cH:22][cH:23][cH:24][cH:25]3)[c:12]2[cH:13][cH:14][cH:15]1. The reactants are O=C([O-])O, CC(=O)O[BH-](OC(C)=O)OC(C)=O, CC(=O)O, Cc1nc(-c2ccc(Cl)cc2)sc1C=O, COC(=O)c1cccc(N2CCCC(N)C2)c1, [Na+], [Na+], C1CCOC1. The product is COC(=O)c1cccc(N2CCCC(NCc3sc(-c4ccc(Cl)cc4)nc3C)C2)c1. As a reaction SMILES: [C:51](=[O:52])([OH:53])[O-:54].[C:5]([O:6][BH-:7]([O:8][C:9](=[O:10])[CH3:11])[O:12][C:13](=[O:14])[CH3:15])(=[O:16])[CH3:17].[CH3:1][C:2](=[O:3])[OH:4].[Cl:36][c:37]1[cH:38][cH:39][c:40](-[c:43]2[s:44][c:45]([CH:49]=[O:50])[c:46]([CH3:48])[n:47]2)[cH:41][cH:42]1.[NH2:19][CH:20]1[CH2:21][N:22]([c:26]2[cH:27][c:28]([C:29](=[O:30])[O:31][CH3:32])[cH:33][cH:34][cH:35]2)[CH2:23][CH2:24][CH2:25]1.[Na+:18].[Na+:55].[O:56]1[CH2:57][CH2:58][CH2:59][CH2:60]1>>[NH:19]([CH:20]1[CH2:21][N:22]([c:26]2[cH:27][c:28]([C:29](=[O:30])[O:31][CH3:32])[cH:33][cH:34][cH:35]2)[CH2:23][CH2:24][CH2:25]1)[CH2:49][c:45]1[s:44][c:43](-[c:40]2[cH:39][cH:38][c:37]([Cl:36])[cH:42][cH:41]2)[n:47][c:46]1[CH3:48].